Dataset: the Open Reaction Database (ORD), a public repository of structured organic reaction records. Task: describe an organic reaction: reactants, conditions, products, and yield The reactants are CCN(CC)CCCN(C)C(=O)Nc1cc(Oc2ccc([N+](=O)[O-])cc2F)ccn1, CO. Yields the product CCN(CC)CCCN(C)C(=O)Nc1cc(Oc2ccc(N)cc2F)ccn1. RXN SMILES: [CH2:1]([CH3:2])[N:3]([CH2:4][CH2:5][CH2:6][N:7]([C:8](=[O:9])[NH:10][c:11]1[n:12][cH:13][cH:14][c:15]([O:17][c:18]2[c:19]([F:27])[cH:20][c:21]([N+:24]([O-:25])=[O:26])[cH:22][cH:23]2)[cH:16]1)[CH3:28])[CH2:29][CH3:30].[CH3:31][OH:32]>>[CH2:1]([CH3:2])[N:3]([CH2:4][CH2:5][CH2:6][N:7]([C:8](=[O:9])[NH:10][c:11]1[n:12][cH:13][cH:14][c:15]([O:17][c:18]2[c:19]([F:27])[cH:20][c:21]([NH2:24])[cH:22][cH:23]2)[cH:16]1)[CH3:28])[CH2:29][CH3:30]. Starting materials: CC(COC=1C(=CC=2N(N1)C=CN2)C)(CS(N)(=O)=O)C (6-(2,2-dimethyl-3-sulfamoyl-1-propoxy)-7-methylimidazo[1,2-b]pyridazine), Cl (hydrochloric acid), C(C)O.C(C)OCC (ethanol ethyl ether). The solvent is C(C)O (ethanol). Product: Cl.CC(COC=1C(=CC=2N(N1)C=CN2)C)(CS(N)(=O)=O)C (6-(2,2-dimethyl-3-sulfamoyl-1-propoxy)-7-methylimidazo[1,2-b]pyridazine hydrochloride). As a reaction SMILES: [CH3:1][C:2]([CH3:20])([CH2:15][S:16](=[O:19])(=[O:18])[NH2:17])[CH2:3][O:4][C:5]1[C:6]([CH3:14])=[CH:7][C:8]2[N:9]([CH:11]=[CH:12][N:13]=2)[N:10]=1.[ClH:21].C(O)C.C(OCC)C>C(O)C>[ClH:21].[CH3:1][C:2]([CH3:20])([CH2:15][S:16](=[O:19])(=[O:18])[NH2:17])[CH2:3][O:4][C:5]1[C:6]([CH3:14])=[CH:7][C:8]2[N:9]([CH:11]=[CH:12][N:13]=2)[N:10]=1 |f:2.3,5.6|. Procedure details: 0.503 g of 6-(2,2-dimethyl-3-sulfamoyl-1-propoxy)-7-methylimidazo[1,2-b]pyridazine was suspended in 15 ml of ethanol. To this suspension, 1.8 ml of 1 N hydrochloric acid was added. After the resulting solution was concentratedunder reduced pressure, ethanol-ethyl ether (4:1) was added to the residue to cause crystallization to yield 0.533 g of the title compound. Reactants: CC(=O)O[BH-](OC(C)=O)OC(C)=O, O=C([O-])[O-], CCOC(=O)N1c2cc(OC)c(O)cc2C(N)CC1C, CC(=O)O, ClCCl, O=Cc1cc(C(F)(F)F)cc(C(F)(F)F)c1, [K+], [K+], [Na+], O. Product: CCOC(=O)N1c2cc(OC)c(O)cc2C(NCc2cc(C(F)(F)F)cc(C(F)(F)F)c2)CC1C. RXN SMILES: [C:41]([O:42][BH-:43]([O:44][C:45](=[O:46])[CH3:47])[O:48][C:49](=[O:50])[CH3:51])(=[O:52])[CH3:53].[C:55](=[O:56])([O-:57])[O-:58].[CH2:1]([CH3:2])[O:3][C:4](=[O:5])[N:6]1[CH:7]([CH3:20])[CH2:8][CH:9]([NH2:19])[c:10]2[cH:11][c:12]([OH:18])[c:13]([O:16][CH3:17])[cH:14][c:15]21.[CH3:37][C:38](=[O:39])[OH:40].[Cl:61][CH2:62][Cl:63].[F:21][C:22]([c:23]1[cH:24][c:25]([CH:26]=[O:27])[cH:28][c:29]([C:31]([F:32])([F:33])[F:34])[cH:30]1)([F:35])[F:36].[K+:59].[K+:60].[Na+:54].[OH2:64]>>[CH2:1]([CH3:2])[O:3][C:4](=[O:5])[N:6]1[CH:7]([CH3:20])[CH2:8][CH:9]([NH:19][CH2:26][c:25]2[cH:24][c:23]([C:22]([F:21])([F:35])[F:36])[cH:30][c:29]([C:31]([F:32])([F:33])[F:34])[cH:28]2)[c:10]2[cH:11][c:12]([OH:18])[c:13]([O:16][CH3:17])[cH:14][c:15]21. The reactants are C(C)(=O)OCC (Ethyl acetate), C(O)([O-])=O.[Na+] (Sodium hydrogencarbonate), C(C(C)(C)C)(=O)OCI (pivaloyloxymethyl iodide), O[C@H](C)[C@@H]1[C@@H]2N(C(=C([C@@H]2C)C2=CN3C(S2)=C(N=C3)C(CC)=O)C(=O)[O-])C1=O.[Na+] (Sodium(1S,5R,6S)-6-((1R)-1-hydroxyethyl)-1-methyl-2-(7-propionylimidazo[5,1-b]thiazol-2-yl)-1-carbapen-2-em-3-carboxylate). Run in CN(C)C=O (DMF). Conditions: time 1.5 hour. Product: O[C@H](C)[C@@H]1[C@@H]2N(C(=C([C@@H]2C)C2=CN3C(S2)=C(N=C3)C(CC)=O)C(=O)OCOC(C(C)(C)C)=O)C1=O (Pivaloyloxymethyl(1S,5R,6S)-6-((1R)-1-hydroxyethyl)-1-methyl-2-(7-propionylimidazo[5,1-b]thiazol-2-yl)-1-carbapen-2-em-3-carboxylate). As a reaction SMILES: [OH:1][C@@H:2]([C@H:4]1[C:26](=[O:27])[N:6]2[C:7]([C:23]([O-:25])=[O:24])=[C:8]([C:11]3[S:15][C:14]4=[C:16]([C:19](=[O:22])[CH2:20][CH3:21])[N:17]=[CH:18][N:13]4[CH:12]=3)[C@H:9]([CH3:10])[C@H:5]12)[CH3:3].[Na+].C(=O)([O-])O.[Na+].[C:34]([O:40][CH2:41]I)(=[O:39])[C:35]([CH3:38])([CH3:37])[CH3:36].C(OCC)(=O)C>CN(C=O)C>[OH:1][C@@H:2]([C@H:4]1[C:26](=[O:27])[N:6]2[C:7]([C:23]([O:25][CH2:41][O:40][C:34](=[O:39])[C:35]([CH3:38])([CH3:37])[CH3:36])=[O:24])=[C:8]([C:11]3[S:15][C:14]4=[C:16]([C:19](=[O:22])[CH2:20][CH3:21])[N:17]=[CH:18][N:13]4[CH:12]=3)[C@H:9]([CH3:10])[C@H:5]12)[CH3:3] |f:0.1,2.3|. Procedure details: Sodium(1S,5R,6S)-6-((1R)-1-hydroxyethyl)-1-methyl-2-(7-propionylimidazo[5,1-b]thiazol-2-yl)-1-carbapen-2-em-3-carboxylate (75.8 mg) was dissolved in 7 ml of DMF. Sodium hydrogencarbonate (4.9 mg) and 0.038 ml of pivaloyloxymethyl iodide were added to the solution in an argon atmosphere at −30° C. The mixture was stirred for 1.5 hr. Ethyl acetate (50 ml) was added to the reaction solution. The mixture was washed three times with 30 ml of semisaturated brine. The organic layer was dried over anhyd... Reactants: COc1cccc2cc(C(=O)O)oc12, Cl, [Cu], c1ccc2ncccc2c1. Product: COc1cccc2ccoc12. As a reaction SMILES: [CH3:1][O:2][c:3]1[cH:4][cH:5][cH:6][c:7]2[cH:8][c:9]([C:12]([OH:13])=[O:14])[o:10][c:11]12.[ClH:15].[Cu:26].[cH:16]1[cH:17][c:18]2[c:19]([n:20][cH:21][cH:22][cH:23]2)[cH:24][cH:25]1>>[CH3:1][O:2][c:3]1[cH:4][cH:5][cH:6][c:7]2[cH:8][cH:9][o:10][c:11]12. Reactants: BrC=1C=C2CCCN(C2=CC1)C(CN(C)CC)=O (1-(6-bromo-3,4-dihydroquinolin-1(2H)-yl)-2-(ethyl(methyl)amino)ethanone). Run in CO (methanol), C1CCOC1 (THF), C1CCOC1 (THF), CO (MeOH). Conditions: time 3 day. Product: BrC=1C=C2CCCN(C2=CC1)CCN(C)CC (2-(6-bromo-3,4-dihydroquinolin-1(2H)-yl)-N-ethyl-N-methylethanamine). Isolated yield 88.9%. As a reaction SMILES: [Br:1][C:2]1[CH:3]=[C:4]2[C:9](=[CH:10][CH:11]=1)[N:8]([C:12](=O)[CH2:13][N:14]([CH2:16][CH3:17])[CH3:15])[CH2:7][CH2:6][CH2:5]2>C1COCC1.CO>[Br:1][C:2]1[CH:3]=[C:4]2[C:9](=[CH:10][CH:11]=1)[N:8]([CH2:12][CH2:13][N:14]([CH2:16][CH3:17])[CH3:15])[CH2:7][CH2:6][CH2:5]2. Procedure: A solution of 1-(6-bromo-3,4-dihydroquinolin-1(2H)-yl)-2-(ethyl(methyl)amino)ethanone (1.05 g, 3.37 mmol) in THF (10 mL) was cooled to 0° C. then treated with BH3 in THF (1M) (33.7 mL, 33.7 mmol). The clear solution was allowed to warm to room temperature and stirred at this temperature for 3 days. The mixture was cooled to 0° C. and treated with methanol (5 mL) dropwise with caution. After stirring for 15 minutes, the mixture was concentrated to dryness then dissolved in methanol (25 mL) and co... Starting materials: COC(=O)C1=C(N=C(S1)CCC=1C(=NOC1C)CCCC)C (2-[2-(3-butyl-5-methyl-isoxazol-4-yl)-ethyl]-4-methyl-thiazole-5-carboxylic acid methyl ester), N[C@H](C)CO (D-alaninol). The product is OC[C@@H](C)NC(=O)C1=C(N=C(S1)CCC=1C(=NOC1C)CCCC)C (2-[2-(3-Butyl-5-methyl-isoxazol-4-yl)-ethyl]-4-methyl-thiazole-5-carboxylic acid ((R)-2-hydroxy-1-methyl-ethyl)-amide). The yield is 75.0%. Reaction SMILES: CO[C:3]([C:5]1[S:9][C:8]([CH2:10][CH2:11][C:12]2[C:13]([CH2:18][CH2:19][CH2:20][CH3:21])=[N:14][O:15][C:16]=2[CH3:17])=[N:7][C:6]=1[CH3:22])=[O:4].[NH2:23][C@@H:24]([CH2:26][OH:27])[CH3:25]>>[OH:27][CH2:26][C@H:24]([NH:23][C:3]([C:5]1[S:9][C:8]([CH2:10][CH2:11][C:12]2[C:13]([CH2:18][CH2:19][CH2:20][CH3:21])=[N:14][O:15][C:16]=2[CH3:17])=[N:7][C:6]=1[CH3:22])=[O:4])[CH3:25]. Procedure: As described for example 53, 2-[2-(3-butyl-5-methyl-isoxazol-4-yl)-ethyl]-4-methyl-thiazole-5-carboxylic acid methyl ester (100 mg, 0.31 mmol) was converted, using D-alaninol instead of 2-amino-1,3-propandiol, to the title compound (85 mg, 75%) which was obtained as an off white oil. MS: m/e=366.0 [M+H]+. The reactants are ClC1=C(C(=O)O)C=CC=C1Cl (2,3-dichlorobenzoic acid), C(C)(C)OC(CN)C=1C=NC(=NC1)C (2-isopropoxy-2-(2-methylpyrimidin-5-yl)ethanamine). Product: ClC1=C(C(=O)NCC(C=2C=NC(=NC2)C)OC(C)C)C=CC=C1Cl (2,3-Dichloro-N-(2-isopropoxy-2-(2-methylpyrimidin-5-yl)ethyl)benzamide). RXN SMILES: [Cl:1][C:2]1[C:10]([Cl:11])=[CH:9][CH:8]=[CH:7][C:3]=1[C:4]([OH:6])=O.[CH:12]([O:15][CH:16]([C:19]1[CH:20]=[N:21][C:22]([CH3:25])=[N:23][CH:24]=1)[CH2:17][NH2:18])([CH3:14])[CH3:13]>>[Cl:1][C:2]1[C:10]([Cl:11])=[CH:9][CH:8]=[CH:7][C:3]=1[C:4]([NH:18][CH2:17][CH:16]([O:15][CH:12]([CH3:14])[CH3:13])[C:19]1[CH:20]=[N:21][C:22]([CH3:25])=[N:23][CH:24]=1)=[O:6]. Procedure details: From 2,3-dichlorobenzoic acid and 2-isopropoxy-2-(2-methylpyrimidin-5-yl)ethanamine. LCMS (MH+): m/z=368.1, tR (minutes, Method D)=0.64 The reactants are O=C(N(CC)CCCC=1C=CC=CC1Br)C(F)(F)F. Reagents/catalysts: N=1C=C(C=CC1C=2N=CC(=CC2)C)C, O1B(OC(C)(C)C1(C)C)B2OC(C)(C)C(O2)(C)C, C[OH2+].C[OH2+].C1CC=CCCC=C1.C1CC=CCCC=C1.[Ir].[Ir]. The solvent is O1CCCC1. Conditions: temperature 40 celsius, time 20 hour. Yields the product O=C(N(CC)CCCC1=CC=C(C=C1Br)B2OC(C)(C)C(O2)(C)C)C(F)(F)F, O=C(N(CC)CCCC1=CC(=CC=C1Br)B2OC(C)(C)C(O2)(C)C)C(F)(F)F. The yield is 28.0%. Reported procedure: Following general procedure F using N‐(3‐(2‐Bromophenyl)propyl)‐N‐ethyl‐2,2,2‐trifluoroacetamide (169 mg, 0.50 mmol), B2pin2 (190 mg, 0.75 mmol), [Ir(COD)OMe]2 (5.0 mg, 0.0075 mmol) and 5,5’‐ dimethyl‐2,2’‐dipyridyl (2.8 mg, 0.015 mmol) in THF (2.5 mL). The reaction was stirred at 40 °C for 20 hours before cooling and the solvents removed. Analysis of crude 1 H NMR using internal standard 1,2‐ dimethoxyethane showed 1:1.4 meta:para borylation in 98% yield. The crude product was purified by silic... Starting materials: ClC=1N=NC(=CC1)C1=NC=CC=C1 (3-chloro-6-(2-pyridyl)pyridazine), C(CC)(=O)NN (propionic acid hydrazide). The solvent is C(CCC)O (n-butyl alcohol). The product is C(C)C1=NN=C2N1N=C(C=C2)C2=NC=CC=C2 (3-Ethyl-6-(2-pyridyl)-1,2,4-triazolo[4,3-b]pyridazine). Reaction SMILES: Cl[C:2]1[N:3]=[N:4][C:5]([C:8]2[CH:13]=[CH:12][CH:11]=[CH:10][N:9]=2)=[CH:6][CH:7]=1.[C:14]([NH:18][NH2:19])(=O)[CH2:15][CH3:16]>C(O)CCC>[CH2:15]([C:14]1[N:3]2[N:4]=[C:5]([C:8]3[CH:13]=[CH:12][CH:11]=[CH:10][N:9]=3)[CH:6]=[CH:7][C:2]2=[N:19][N:18]=1)[CH3:16]. Procedure details: As for Example 4, a mixture of 1.0 g. of 3-chloro-6-(2-pyridyl)pyridazine, propionic acid hydrazide and 50 ml. of n-butyl alcohol is refluxed for 48 hours to give the product of the Example.